Dataset: the Open Reaction Database (ORD), a public repository of structured organic reaction records. Task: describe an organic reaction: reactants, conditions, products, and yield Reactants: [OH-].[Na+] (sodium hydroxide), C(C)OC(=O)C=1C(=NN(C1C1CC1)C1=CC(=CC=C1)OC(F)(F)F)C (5-cyclopropyl-3-methyl-1-(3-trifluoromethoxy-phenyl)-1H-pyrazole-4-carboxylic acid ethyl ester), intermediate 6. Yields the product C1(CC1)C1=C(C(=NN1C1=CC(=CC=C1)OC(F)(F)F)C)C(=O)O (5-Cyclopropyl-3-methyl-1-(3-trifluoromethoxyphenyl)-1H-pyrazole-4-carboxylic acid). Reaction SMILES: [OH-].[Na+].C([O:5][C:6]([C:8]1[C:9]([CH3:27])=[N:10][N:11]([C:16]2[CH:21]=[CH:20][CH:19]=[C:18]([O:22][C:23]([F:26])([F:25])[F:24])[CH:17]=2)[C:12]=1[CH:13]1[CH2:15][CH2:14]1)=[O:7])C>>[CH:13]1([C:12]2[N:11]([C:16]3[CH:21]=[CH:20][CH:19]=[C:18]([O:22][C:23]([F:24])([F:25])[F:26])[CH:17]=3)[N:10]=[C:9]([CH3:27])[C:8]=2[C:6]([OH:7])=[O:5])[CH2:14][CH2:15]1 |f:0.1|. Procedure: The title compound was prepared by sodium hydroxide hydrolysis of the minor isomer-5-cyclopropyl-3-methyl-1-(3-trifluoromethoxy-phenyl)-1H-pyrazole-4-carboxylic acid ethyl ester from formation of intermediate 6. MS: 327.1 (MH+).